describe an organic reaction: reactants, conditions, products, and yield From a dataset of the Open Reaction Database (ORD), a public repository of structured organic reaction records. Starting materials: ice water, C([O-])([O-])=O.[K+].[K+] (potassium carbonate), phosphorus oxychlorate, C(C)OC(COCCCCC)OCC (2-(4-methylbutyloxy)acetaldehyde diethylacetal), CN(C=O)C (N,N-dimethylformamide). The solvent is ClC(C)Cl (dichloroethane), ClC(C)Cl (dichloroethane), ClC(C)Cl (dichloroethane). Run at temperature 5 celsius, time 30 minute. Yields the product CC(CCC)OC(C=O)=CN(C)C (2-(1-methylbutyloxy)-3-dimethylaminoacrolein). As a reaction SMILES: [CH3:1][N:2]([CH3:5])[CH:3]=O.C(O[CH:9]([O:17]CC)[CH2:10][O:11][CH2:12][CH2:13][CH2:14][CH2:15]C)C.[C:20](=O)([O-])[O-].[K+].[K+]>ClC(Cl)C>[CH3:20][CH:12]([O:11][C:10](=[CH:3][N:2]([CH3:5])[CH3:1])[CH:9]=[O:17])[CH2:13][CH2:14][CH3:15] |f:2.3.4|. Procedure: A solution prepared by adding 30 g of dried N,N-dimethylformamide to dried dichloroethane was cooled to 5° C. or lower, After a solution containing 63 g of phosphorus oxychlorate dissolved in dichloroethane was added to the cooled solution dropwise, the mixture was stirred for 30 minutes at 5° C. or lower. Subsequently, to the reaction solution was added a dichloroethane solution of the compound (54), and the resulting mixture was stirred for 30 minutes at room temperature and then for one hour ... Reactants: CCOC(=O)CN, ClC(Cl)Cl, Cl, O=S(=O)(Cl)c1ccc(F)cc1, c1ccncc1. Yields the product CCOC(=O)CNS(=O)(=O)c1ccc(F)cc1. RXN SMILES: [CH2:2]([CH3:3])[O:4][C:5]([CH2:6][NH2:7])=[O:8].[CH:20]([Cl:21])([Cl:22])[Cl:23].[ClH:1].[F:9][c:10]1[cH:11][cH:12][c:13]([S:16](=[O:17])(=[O:18])[Cl:19])[cH:14][cH:15]1.[cH:24]1[cH:25][cH:26][n:27][cH:28][cH:29]1>>[CH2:2]([CH3:3])[O:4][C:5]([CH2:6][NH:7][S:16]([c:13]1[cH:12][cH:11][c:10]([F:9])[cH:15][cH:14]1)(=[O:17])=[O:18])=[O:8]. Reaction SMILES: [CH3:1][C:2]1[O:6][C:5]([C:7]2[CH:12]=[CH:11][CH:10]=[CH:9][CH:8]=2)=[N:4][C:3]=1[CH2:13][NH:14]C1(C)CCC2C(C)(C)C2(C2C=CC(C=O)=CC=2)C1=O.[S:34]1[CH2:38][C:37](=[O:39])[NH:36][C:35]1=[O:40].[C:41]([O-:44])(=O)[CH3:42].[Na+]>>[CH3:1][C:2]1[O:6][C:5]([C:7]2[CH:12]=[CH:11][CH:10]=[CH:9][CH:8]=2)=[N:4][C:3]=1[CH2:13][NH:14][C:41](=[O:44])[C:42]1[CH:11]=[CH:12][C:7]([CH:5]=[C:38]2[S:34][C:35](=[O:40])[NH:36][C:37]2=[O:39])=[CH:8][CH:9]=1 |f:2.3|. Reactants: CC1=C(N=C(O1)C1=CC=CC=C1)CNC1(C(C2(C(CC1)C2(C)C)C2=CC=C(C=O)C=C2)=O)C (4-[(5-Methyl-2-phenyl-4-oxazolyl)methylaminocaronyl]benzaldehyde), S1C(NC(C1)=O)=O (thiazolidine-2,4-dione), C(C)(=O)[O-].[Na+] (sodium acetate). Reported procedure: 4-[(5-Methyl-2-phenyl-4-oxazolyl)methylaminocaronyl]benzaldehyde (0.880 g, 2.75 mmol), thiazolidine-2,4-dione (0.483 g, 4.12 mmol) and sodium acetate(0.676 g, 8.24 mmol) were intimately mixed and heated at 140°-145° C. for 45 minutes, then cooled to room temperature, the solids triturated and stirred with mL of water for 30 minutes and 1.20 g of present title product recovered by filtration; mp 235°-237° C. (dec); tlc Rf 0.2 (3:1 ethyl acetate:hexane). The product is CC1=C(N=C(O1)C1=CC=CC=C1)CNC(C1=CC=C(C=C1)C=C1C(NC(S1)=O)=O)=O (N-[(5-Methyl-2-phenyl-4-oxazolyl)methyl]-4-[(thiazolidine-2,4-dion-5-ylidene)methyl]benzamide). Conditions: time 30 minute. The reactants are NCCCCCC(=O)O (6-aminohexanoic acid), C([O-])([O-])=O.[Na+].[Na+] (sodium carbonate), NC(S(=O)(=O)O)=N (amino-iminomethane sulphonic acid). Solvent: O (water). Conditions: time 20 hour. The product is N(C(=N)N)CCCCCC(=O)O (6-Guanidinohexanoic acid). RXN SMILES: [NH2:1][CH2:2][CH2:3][CH2:4][CH2:5][CH2:6][C:7]([OH:9])=[O:8].C(=O)([O-])[O-].[Na+].[Na+].[NH2:16][C:17](=[NH:22])S(O)(=O)=O>O>[NH:1]([CH2:2][CH2:3][CH2:4][CH2:5][CH2:6][C:7]([OH:9])=[O:8])[C:17]([NH2:22])=[NH:16] |f:1.2.3|. Procedure: 6.5 g (50 mmol) 6-aminohexanoic acid and 6.9 g (50 mmol) sodium carbonate were dissolved in 50 mL water. 6.2 g (50 mmol) amino-iminomethane sulphonic acid was added under stirring to the solution. After 20 hours, the product was filtered and washed with acetic acid, methanol and then ether. Yield: 6.6 g (76%). Reactants: Fc1ccc(CCN2CCC(N3CCc4ccc(CCl)cc43)CC2)cc1, [H-], [Na+], c1c[nH]nn1. Product: Cl, Fc1ccc(CCN2CCC(N3CCc4ccc(Cn5ccnn5)cc43)CC2)cc1. As a reaction SMILES: [F:8][c:9]1[cH:10][cH:11][c:12]([CH2:13][CH2:14][N:15]2[CH2:16][CH2:17][CH:18]([N:21]3[CH2:22][CH2:23][c:24]4[cH:25][cH:26][c:27]([CH2:30][Cl:31])[cH:28][c:29]43)[CH2:19][CH2:20]2)[cH:32][cH:33]1.[H-:6].[Na+:7].[nH:1]1[n:2][n:3][cH:4][cH:5]1>>[ClH:31].[n:1]1([CH2:30][c:27]2[cH:26][cH:25][c:24]3[c:29]([cH:28]2)[N:21]([CH:18]2[CH2:17][CH2:16][N:15]([CH2:14][CH2:13][c:12]4[cH:11][cH:10][c:9]([F:8])[cH:33][cH:32]4)[CH2:20][CH2:19]2)[CH2:22][CH2:23]3)[n:2][n:3][cH:4][cH:5]1. Reactants: COC1=CC2=CN(N=C2C(=C1)C=O)COCC[Si](C)(C)C (5-methoxy-2-((2-(trimethylsilyl)ethoxy)methyl)-2H-indazole-7-carbaldehyde), C[Mg]Br (methyl magnesiumbromide), ice. The solvent is O1CCCC1 (tetrahydrofuran). Product: COC1=CC2=CN(N=C2C(=C1)C(C)O)COCC[Si](C)(C)C ((±)-1-(5-Methoxy-2-((2-(trimethylsilyl)ethoxy)methyl)-2H-indazol-7-yl)ethanol). As a reaction SMILES: [CH3:1][O:2][C:3]1[CH:11]=[C:10]([CH:12]=[O:13])[C:9]2[C:5](=[CH:6][N:7]([CH2:14][O:15][CH2:16][CH2:17][Si:18]([CH3:21])([CH3:20])[CH3:19])[N:8]=2)[CH:4]=1.[CH3:22][Mg]Br>O1CCCC1>[CH3:1][O:2][C:3]1[CH:11]=[C:10]([CH:12]([OH:13])[CH3:22])[C:9]2[C:5](=[CH:6][N:7]([CH2:14][O:15][CH2:16][CH2:17][Si:18]([CH3:20])([CH3:19])[CH3:21])[N:8]=2)[CH:4]=1. Procedure: To a solution of 5-methoxy-2-((2-(trimethylsilyl)ethoxy)methyl)-2H-indazole-7-carbaldehyde (1.32 g, 4.31 mmol) in tetrahydrofuran (27 mL) at −78° C. was added methyl magnesiumbromide (3M in diethyl ether, 2.87 mL, 8.62 mmol). The reaction was allowed to gradually warm in the ice bath (ca. 1 h) to 0° C. The reaction which had been a suspension became a solution. The reaction was quenched by addition of saturated ammonium chloride and poured into diethyl ether. The ethereal was washed with water (... Reactants: Cc1ccc(S(=O)(=O)n2ccnc2C(O)(c2ccccc2)c2ccc(Br)cc2)cc1, Cl, N, O. Product: OC(c1ccccc1)(c1ccc(Br)cc1)c1ncc[nH]1. As a reaction SMILES: [Br:1][c:2]1[cH:3][cH:4][c:5]([C:8]([OH:9])([c:10]2[n:11]([S:15]([c:16]3[cH:17][cH:18][c:19]([CH3:20])[cH:21][cH:22]3)(=[O:23])=[O:24])[cH:12][cH:13][n:14]2)[c:25]2[cH:26][cH:27][cH:28][cH:29][cH:30]2)[cH:6][cH:7]1.[ClH:31].[NH3:32].[OH2:33]>>[Br:1][c:2]1[cH:3][cH:4][c:5]([C:8]([OH:9])([c:10]2[n:11][cH:12][cH:13][nH:14]2)[c:25]2[cH:26][cH:27][cH:28][cH:29][cH:30]2)[cH:6][cH:7]1.